Dataset: the Open Reaction Database (ORD), a public repository of structured organic reaction records. Task: describe an organic reaction: reactants, conditions, products, and yield Starting materials: B, CCCCCN(CCCCC)C(=O)N1CCN(C(=O)N(c2ccccc2)c2ccccc2)C(C(=O)O)C1, C1CCOC1. Yields the product CCCCCN(CCCCC)C(=O)N1CCN(C(=O)N(c2ccccc2)c2ccccc2)C(CO)C1. Reaction SMILES: [BH3:38].[CH2:1]([CH2:2][CH2:3][CH2:4][CH3:5])[N:6]([C:7](=[O:8])[N:9]1[CH2:10][CH:11]([C:30](=[O:31])[OH:32])[N:12]([C:15]([N:16]([c:17]2[cH:18][cH:19][cH:20][cH:21][cH:22]2)[c:23]2[cH:24][cH:25][cH:26][cH:27][cH:28]2)=[O:29])[CH2:13][CH2:14]1)[CH2:33][CH2:34][CH2:35][CH2:36][CH3:37].[CH2:39]1[O:40][CH2:41][CH2:42][CH2:43]1>>[CH2:1]([CH2:2][CH2:3][CH2:4][CH3:5])[N:6]([C:7](=[O:8])[N:9]1[CH2:10][CH:11]([CH2:30][OH:31])[N:12]([C:15]([N:16]([c:17]2[cH:18][cH:19][cH:20][cH:21][cH:22]2)[c:23]2[cH:24][cH:25][cH:26][cH:27][cH:28]2)=[O:29])[CH2:13][CH2:14]1)[CH2:33][CH2:34][CH2:35][CH2:36][CH3:37]. Starting materials: BrC=1C=CC(=C(C1)C1=CC=CC=C1)CO ((5-bromo-[1,1′-biphenyl]-2-yl)methanol), CC(=O)OI1(C=2C=CC=CC2C(=O)O1)(OC(=O)C)OC(=O)C (Dess-Martin Periodinane). Run in C(Cl)Cl (CH2Cl2). Reaction conditions: time 2 hour. Yields the product BrC1=CC=C(C(=C1)C1=CC=CC=C1)C=O (5-bromo-[1,1′-biphenyl]-2-carbaldehyde). As a reaction SMILES: [Br:1][C:2]1[CH:3]=[CH:4][C:5]([CH2:14][OH:15])=[C:6]([C:8]2[CH:13]=[CH:12][CH:11]=[CH:10][CH:9]=2)[CH:7]=1.CC(OI1(OC(C)=O)(OC(C)=O)OC(=O)C2C=CC=CC1=2)=O>C(Cl)Cl>[Br:1][C:2]1[CH:7]=[C:6]([C:8]2[CH:13]=[CH:12][CH:11]=[CH:10][CH:9]=2)[C:5]([CH:14]=[O:15])=[CH:4][CH:3]=1. Procedure: To a solution of (5-bromo-[1,1′-biphenyl]-2-yl)methanol (2.0 g, 8.4 mmol) in CH2Cl2 (30 mL) was added Dess-Martin Periodinane (4.3 g, 10 mmol). The reaction mixture was stirred at RT for 2 h and then the solids were filtered and the resultant filtrate was concentrated in vacuo. Purification by normal phase silica gel column (EtOAc:PE=1:50) afforded 5-bromo-[1,1′-biphenyl]-2-carbaldehyde as a colorless oil. The reactants are O=C([O-])[O-], COc1cc2c(Cl)ncnc2cc1OCCCN1CCCCC1, [K+], [K+], CN(C)C=O, Cc1cc2cc(O)ccc2[nH]1. Product: COc1cc2c(Oc3ccc4[nH]c(C)cc4c3)ncnc2cc1OCCCN1CCCCC1. As a reaction SMILES: [C:35](=[O:36])([O-:37])[O-:38].[Cl:1][c:2]1[n:3][cH:4][n:5][c:6]2[cH:7][c:8]([O:14][CH2:15][CH2:16][CH2:17][N:18]3[CH2:19][CH2:20][CH2:21][CH2:22][CH2:23]3)[c:9]([O:12][CH3:13])[cH:10][c:11]12.[K+:39].[K+:40].[O:41]=[CH:42][N:43]([CH3:44])[CH3:45].[OH:24][c:25]1[cH:26][c:27]2[cH:28][c:29]([CH3:34])[nH:30][c:31]2[cH:32][cH:33]1>>[c:2]1([O:24][c:25]2[cH:26][c:27]3[cH:28][c:29]([CH3:34])[nH:30][c:31]3[cH:32][cH:33]2)[n:3][cH:4][n:5][c:6]2[cH:7][c:8]([O:14][CH2:15][CH2:16][CH2:17][N:18]3[CH2:19][CH2:20][CH2:21][CH2:22][CH2:23]3)[c:9]([O:12][CH3:13])[cH:10][c:11]12. The reactants are CC(C)(C)OC(=O)NCCCCCC(=O)O, CCOC(C)=O, C(=NC1CCCCC1)=NC1CCCCC1, Oc1c(F)c(F)c(F)c(F)c1F. Yields the product CC(C)(C)OC(=O)NCCCCCC(=O)Oc1c(F)c(F)c(F)c(F)c1F. As a reaction SMILES: [C:1](=[O:2])([O:3][C:4]([CH3:5])([CH3:6])[CH3:7])[NH:8][CH2:9][CH2:10][CH2:11][CH2:12][CH2:13][C:14](=[O:15])[OH:16].[CH3:44][CH2:45][O:46][C:47]([CH3:48])=[O:49].[CH:29]1([N:30]=[C:31]=[N:32][CH:33]2[CH2:34][CH2:35][CH2:36][CH2:37][CH2:38]2)[CH2:39][CH2:40][CH2:41][CH2:42][CH2:43]1.[F:17][c:18]1[c:19]([F:28])[c:20]([F:27])[c:21]([F:26])[c:22]([F:25])[c:23]1[OH:24]>>[C:1](=[O:2])([O:3][C:4]([CH3:5])([CH3:6])[CH3:7])[NH:8][CH2:9][CH2:10][CH2:11][CH2:12][CH2:13][C:14](=[O:15])[O:16][c:23]1[c:18]([F:17])[c:19]([F:28])[c:20]([F:27])[c:21]([F:26])[c:22]1[F:25]. Reactants: C(C)OC(=O)N1[C@H](C[C@H](CC1)O)C1=C(C=C(C=C1)C(CCCCCC)(C)C)OCC1=CC=CC=C1 (N-ethoxycarbonyl-cis-2-[2-benzyloxy-4-(1,1-dimethylheptyl)phenyl]-4-piperidinol), [OH-].[K+] (potassium hydroxide). The solvent is C(C)O (ethanol), C(CO)O (ethylene glycol), O (water). Reaction conditions: temperature 185 celsius. Yields the product C(C1=CC=CC=C1)OC1=C(C=CC(=C1)C(CCCCCC)(C)C)[C@@H]1NCC[C@@H](C1)O (Cis-2-[2-benzyloxy-4-(1,1-dimethylheptyl)phenyl]-4-piperidinol). Isolated yield 79.7%. As a reaction SMILES: C(OC([N:6]1[CH2:11][CH2:10][C@H:9]([OH:12])[CH2:8][C@@H:7]1[C:13]1[CH:18]=[CH:17][C:16]([C:19]([CH3:27])([CH3:26])[CH2:20][CH2:21][CH2:22][CH2:23][CH2:24][CH3:25])=[CH:15][C:14]=1[O:28][CH2:29][C:30]1[CH:35]=[CH:34][CH:33]=[CH:32][CH:31]=1)=O)C.[OH-].[K+]>C(O)C.C(O)CO.O>[CH2:29]([O:28][C:14]1[CH:15]=[C:16]([C:19]([CH3:26])([CH3:27])[CH2:20][CH2:21][CH2:22][CH2:23][CH2:24][CH3:25])[CH:17]=[CH:18][C:13]=1[C@H:7]1[CH2:8][C@@H:9]([OH:12])[CH2:10][CH2:11][NH:6]1)[C:30]1[CH:31]=[CH:32][CH:33]=[CH:34][CH:35]=1 |f:1.2|. Reported procedure: To a solution of 4.62 g (9.59 mmole) of N-ethoxycarbonyl-cis-2-[2-benzyloxy-4-(1,1-dimethylheptyl)phenyl]-4-piperidinol in 5 ml ethanol is added a solution of 4.2 g (75 mmole) of potassium hydroxide in 25 ml ethylene glycol and 4.2 ml water. The resultant mixture is evaporated at reduced pressure to remove ethanol and is then heated to reflux (bath 185° C.). After 24 hours material boiling at 80°-100° C. is removed by distillation, 6 ml ethylene glycol is added and the reaction continued at refl... The reactants are CCOC(C)=O, ClCCl, CN1Cc2c(Cl)cc(Cl)cc2C(c2cccc(S(=O)(=O)Cl)c2)C1, NCCOCCOCCN, CN(C)C=O. Product: CN1Cc2c(Cl)cc(Cl)cc2C(c2cccc(S(=O)(=O)NCCOCCOCCN)c2)C1. As a reaction SMILES: [CH3:42][CH2:43][O:44][C:45](=[O:46])[CH3:47].[Cl:11][CH2:12][Cl:13].[Cl:14][c:15]1[cH:16][c:17]2[c:22]([c:23]([Cl:25])[cH:24]1)[CH2:21][N:20]([CH3:26])[CH2:19][CH:18]2[c:27]1[cH:28][c:29]([S:33](=[O:34])(=[O:35])[Cl:36])[cH:30][cH:31][cH:32]1.[NH2:1][CH2:2][CH2:3][O:4][CH2:5][CH2:6][O:7][CH2:8][CH2:9][NH2:10].[O:37]=[CH:38][N:39]([CH3:40])[CH3:41]>>[NH2:1][CH2:2][CH2:3][O:4][CH2:5][CH2:6][O:7][CH2:8][CH2:9][NH:10][S:33]([c:29]1[cH:28][c:27]([CH:18]2[c:17]3[cH:16][c:15]([Cl:14])[cH:24][c:23]([Cl:25])[c:22]3[CH2:21][N:20]([CH3:26])[CH2:19]2)[cH:32][cH:31][cH:30]1)(=[O:34])=[O:35]. Reactants: Cl (Hydrogen chloride), C(C)(C)(C)OC(=O)NC1(CCN(CC1)C(=O)OC(C)(C)C)C(N[C@@H](CCO)C1=CC=C(C=C1)Cl)=O ((S)-tert-butyl 4-(tert-butoxycarbonylamino)-4-(1-(4-chlorophenyl)-3-hydroxypropylcarbamoyl)piperidine-1-carboxylate), C(C)(C)(C)OC(=O)NC1(CCN(CC1)C(=O)OC(C)(C)C)C(N[C@@H](CCO)C1=CC=C(C=C1)Cl)=O ((S)-tert-butyl 4-(tert-butoxycarbonylamino)-4-(1-(4-chlorophenyl)-3-hydroxypropylcarbamoyl)piperidine-1-carboxylate). The product is NC1(CCNCC1)C(=O)N[C@@H](CCO)C1=CC=C(C=C1)Cl ((S)-4-amino-N-(1-(4-chlorophenyl)-3-hydroxypropyl)piperidine-4-carboxamide). Isolated yield 107.8%. Conditions: temperature 20 celsius, time 2 hour. The solvent is CO (methanol), O1CCOCC1 (dioxane), O1CCOCC1 (dioxane). Procedure: Hydrogen chloride 4M in dioxane (11.72 mL, 46.87 mmol) was added to (S)-tert-butyl 4-(tert-butoxycarbonylamino)-4-(1-(4-chlorophenyl)-3-hydroxypropylcarbamoyl)piperidine-1-carboxylate (Intermediate 48) (3 g, 5.86 mmol) in dioxane (30 mL). The resulting solution was stirred at 20° C. for 2 hours. The reaction mixture was dissolved in methanol and purified by ion exchange chromatography, using an SCX column. The desired product was eluted from the column using 3.5N ammonia/MeOH and pure fractions ... RXN SMILES: Cl.C(OC([NH:9][C:10]1([C:23](=[O:36])[NH:24][C@H:25]([C:29]2[CH:34]=[CH:33][C:32]([Cl:35])=[CH:31][CH:30]=2)[CH2:26][CH2:27][OH:28])[CH2:15][CH2:14][N:13](C(OC(C)(C)C)=O)[CH2:12][CH2:11]1)=O)(C)(C)C>O1CCOCC1.CO>[NH2:9][C:10]1([C:23]([NH:24][C@H:25]([C:29]2[CH:34]=[CH:33][C:32]([Cl:35])=[CH:31][CH:30]=2)[CH2:26][CH2:27][OH:28])=[O:36])[CH2:15][CH2:14][NH:13][CH2:12][CH2:11]1. Starting materials: CC1=C(C(=O)P([O-])(=O)C2=CC=CC=C2)C(=CC(=C1)C)C.[Na+] (Sodium 2,4,6-trimethylbenzoylphenylphosphinate), [Cl-].[Ca+2].[Cl-] (calcium chloride). Solvent: O (water). Yields the product CC1=C(C(=O)P([O-])(=O)C2=CC=CC=C2)C(=CC(=C1)C)C.CC1=C(C(=O)P([O-])(=O)C2=CC=CC=C2)C(=CC(=C1)C)C.[Ca+2] (Calcium bis-(2,4,6-trimethylbenzoylphenylphosphinate)). Reaction SMILES: [CH3:1][C:2]1[CH:18]=[C:17]([CH3:19])[CH:16]=[C:15]([CH3:20])[C:3]=1[C:4]([P:6]([C:9]1[CH:14]=[CH:13][CH:12]=[CH:11][CH:10]=1)(=[O:8])[O-:7])=[O:5].[Na+].[Cl-].[Ca+2:23].[Cl-]>O>[CH3:1][C:2]1[CH:18]=[C:17]([CH3:19])[CH:16]=[C:15]([CH3:20])[C:3]=1[C:4]([P:6]([C:9]1[CH:14]=[CH:13][CH:12]=[CH:11][CH:10]=1)(=[O:7])[O-:8])=[O:5].[CH3:1][C:2]1[CH:18]=[C:17]([CH3:19])[CH:16]=[C:15]([CH3:20])[C:3]=1[C:4]([P:6]([C:9]1[CH:14]=[CH:13][CH:12]=[CH:11][CH:10]=1)(=[O:7])[O-:8])=[O:5].[Ca+2:23] |f:0.1,2.3.4,6.7.8|. Procedure: 15 parts by weight of the sodium salt of Example 1 were dissolved in 75 parts by weight of water, and 125 parts by volume of a 10% strength aqueous calcium chloride solution were added a little at a time to this solution. The resulting precipitate was filtered off under suction, washed with water and dried in a drying oven under reduced pressure at 50° C., and 14.7 parts by weight of product were obtained. Isolated yield 87.0%. The solvent is ClCCCl (1,2-dichloroethane), O (water). Run at time 1 hour. The product is ClCN1S(=O)(=O)C2=CC(=CC(=C2C1=O)C(C)C)OC (2-chloromethyl-4-isopropyl-6-methoxysaccharin). Reactants: [Sn](Cl)(Cl)(Cl)Cl (tin(IV) chloride), C(C)(C)C1=C2C(NS(=O)(=O)C2=CC(=C1)OC)=O (4-Isopropyl-6-methoxysaccharin), C=O (paraformaldehyde), Cl[Si](C)(C)C (chlorotrimethylsilane). RXN SMILES: [CH2:1]=[O:2].Cl[Si](C)(C)C.[Sn](Cl)(Cl)(Cl)[Cl:9].[CH:13]([C:16]1[CH:26]=[C:25]([O:27][CH3:28])[CH:24]=[C:23]2[C:17]=1[C:18](=O)[NH:19][S:20]2(=[O:22])=[O:21])([CH3:15])[CH3:14]>ClCCCl.O>[Cl:9][CH2:18][N:19]1[C:1](=[O:2])[C:17]2[C:23](=[CH:24][C:25]([O:27][CH3:28])=[CH:26][C:16]=2[CH:13]([CH3:15])[CH3:14])[S:20]1(=[O:22])=[O:21]. Procedure: To a suspension of paraformaldehyde (24 g) and chlorotrimethylsilane (86.4 g) in 1,2-dichloroethane (200 mL) was added dry tin(IV) chloride (0.8 mL) and the resulting solution was stirred on a steam bath for one hour. 4-Isopropyl-6-methoxysaccharin (51.4 g) was added to the clear solution and the mixture was refluxed for 18 hours, cooled to room temperature and poured into water. The organic layer was separated, washed with aqueous sodium hydroxide solution (2N, 50 mL), dried over magnesium sulf...